This data is from the Open Reaction Database (ORD), a public repository of structured organic reaction records. The task is: describe an organic reaction: reactants, conditions, products, and yield The reactants are C[Si](C)(C)[N-][Si](C)(C)C, [Cl-], COc1cc2ncnc(Cl)c2cc1OC, CC(C)(O)C#Cc1cc(Cl)c(N)c2c1OCO2, [NH4+], [Na+], C1CCOC1, CN(C)C=O. Reaction SMILES: [CH3:1][Si:2]([N-:3][Si:4]([CH3:5])([CH3:6])[CH3:7])([CH3:8])[CH3:9].[Cl-:53].[Cl:33][c:34]1[n:35][cH:36][n:37][c:38]2[cH:39][c:40]([O:46][CH3:47])[c:41]([O:44][CH3:45])[cH:42][c:43]12.[NH2:16][c:17]1[c:18]([Cl:32])[cH:19][c:20]([C:26]#[C:27][C:28]([CH3:29])([OH:30])[CH3:31])[c:21]2[c:22]1[O:23][CH2:24][O:25]2.[NH4+:54].[Na+:10].[O:11]1[CH2:12][CH2:13][CH2:14][CH2:15]1.[O:48]=[CH:49][N:50]([CH3:51])[CH3:52]>>[NH:16]([c:17]1[c:18]([Cl:32])[cH:19][c:20]([C:26]#[C:27][C:28]([CH3:29])([OH:30])[CH3:31])[c:21]2[c:22]1[O:23][CH2:24][O:25]2)[c:34]1[n:35][cH:36][n:37][c:38]2[cH:39][c:40]([O:46][CH3:47])[c:41]([O:44][CH3:45])[cH:42][c:43]12. Yields the product COc1cc2ncnc(Nc3c(Cl)cc(C#CC(C)(C)O)c4c3OCO4)c2cc1OC.